Task: describe an organic reaction: reactants, conditions, products, and yield. Dataset: the Open Reaction Database (ORD), a public repository of structured organic reaction records Starting materials: CCCCP(=CC#N)(CCCC)CCCC, CN1CCC(O)CC1, Cc1ccccc1, O=S(=O)(Cc1ccncc1)c1ccc(Cl)cc1. Product: CN1CCC(C(c2ccncc2)S(=O)(=O)c2ccc(Cl)cc2)CC1. Reaction SMILES: [C:18]([CH:19]=[P:20]([CH2:21][CH2:22][CH2:23][CH3:24])([CH2:25][CH2:26][CH2:27][CH3:28])[CH2:29][CH2:30][CH2:31][CH3:32])#[N:33].[CH3:34][N:35]1[CH2:36][CH2:37][CH:38]([OH:41])[CH2:39][CH2:40]1.[CH3:42][c:43]1[cH:44][cH:45][cH:46][cH:47][cH:48]1.[Cl:1][c:2]1[cH:3][cH:4][c:5]([S:8](=[O:9])(=[O:10])[CH2:11][c:12]2[cH:13][cH:14][n:15][cH:16][cH:17]2)[cH:6][cH:7]1>>[Cl:1][c:2]1[cH:3][cH:4][c:5]([S:8](=[O:9])(=[O:10])[CH:11]([c:12]2[cH:13][cH:14][n:15][cH:16][cH:17]2)[CH:38]2[CH2:37][CH2:36][N:35]([CH3:34])[CH2:40][CH2:39]2)[cH:6][cH:7]1.